This data is from the Open Reaction Database (ORD), a public repository of structured organic reaction records. The task is: describe an organic reaction: reactants, conditions, products, and yield Starting materials: ClC=1C=C(C=CC1)C1=CC=C(C=C1)C[C@H](CC(=O)OCC)NC(C(=O)NN)=O ((R)-ethyl 4-(3′-chlorobiphenyl-4-yl)-3-(2-hydrazinyl-2-oxoacetamido)butanoate), intermediate 12, C1CCOC1 (THF). Conditions: time 18 hour. Yields the product ClC=1C=C(C=CC1)C1=CC=C(C=C1)C[C@H](CC(=O)OCC)NC(=O)C=1OC(NN1)=O ((R)-ethyl 4-(3′-chlorobiphenyl-4-yl)-3-(5-oxo-4,5-dihydro-1,3,4-oxadiazole-2-carboxamido)butanoate). As a reaction SMILES: [Cl:1][C:2]1[CH:3]=[C:4]([C:8]2[CH:13]=[CH:12][C:11]([CH2:14][C@@H:15]([NH:22][C:23](=[O:28])[C:24]([NH:26][NH2:27])=[O:25])[CH2:16][C:17]([O:19][CH2:20][CH3:21])=[O:18])=[CH:10][CH:9]=2)[CH:5]=[CH:6][CH:7]=1.C1C[O:32][CH2:31]C1>>[Cl:1][C:2]1[CH:3]=[C:4]([C:8]2[CH:13]=[CH:12][C:11]([CH2:14][C@@H:15]([NH:22][C:23]([C:24]3[O:25][C:31](=[O:32])[NH:27][N:26]=3)=[O:28])[CH2:16][C:17]([O:19][CH2:20][CH3:21])=[O:18])=[CH:10][CH:9]=2)[CH:5]=[CH:6][CH:7]=1. Reported procedure: To a solution of (R)-ethyl 4-(3′-chlorobiphenyl-4-yl)-3-(2-hydrazinyl-2-oxoacetamido)butanoate, intermediate 12, (289 mg, 0.72 mmol) in THF (8.5 mL) is added CD (139 mg, 0.86 mmol) at room temperature. After stirring for 18 hour at room temperature, the reaction is quenched with H2O and 1M HCl, and the crude is diluted with EtOAc. The organic layer is washed with brine, dried over Na2SO4, filtered, and concentrated under reduced pressure. The obtained residue is purified by RP-HPLC (SunFire C18,...